Dataset: the Open Reaction Database (ORD), a public repository of structured organic reaction records. Task: describe an organic reaction: reactants, conditions, products, and yield The reactants are CN(C)CC1=CC2=C(CN(CC2)C(C2=CC=C(C=C2)C(C2=C(C(=CC=C2)Cl)Cl)=O)=O)O1 (N,N-Dimethyl-[6-[4-(2,3-dichlorobenzoyl)benzoyl]-4,5,6,7-tetrahydrofuro[2,3-c]pyridin-2-ylmethyl]amine), Cl (hydrogen chloride). The solvent is CO (methanol), C(C)(=O)OCC (ethyl acetate). Yields the product Cl.CN(C)CC1=CC2=C(CN(CC2)C(C2=CC=C(C=C2)C(C2=C(C(=CC=C2)Cl)Cl)=O)=O)O1 (N,N-dimethyl-[6-[4-(2,3-dichlorobenzoyl)benzoyl]-4,5,6,7-tetrahydrofuro[2,3-c]pyridin-2-ylmethyl]amine hydrochloride). As a reaction SMILES: [CH3:1][N:2]([CH2:4][C:5]1[O:31][C:8]2[CH2:9][N:10]([C:13](=[O:30])[C:14]3[CH:19]=[CH:18][C:17]([C:20](=[O:29])[C:21]4[CH:26]=[CH:25][CH:24]=[C:23]([Cl:27])[C:22]=4[Cl:28])=[CH:16][CH:15]=3)[CH2:11][CH2:12][C:7]=2[CH:6]=1)[CH3:3].Cl>CO.C(OCC)(=O)C>[ClH:27].[CH3:3][N:2]([CH2:4][C:5]1[O:31][C:8]2[CH2:9][N:10]([C:13](=[O:30])[C:14]3[CH:15]=[CH:16][C:17]([C:20](=[O:29])[C:21]4[CH:26]=[CH:25][CH:24]=[C:23]([Cl:27])[C:22]=4[Cl:28])=[CH:18][CH:19]=3)[CH2:11][CH2:12][C:7]=2[CH:6]=1)[CH3:1] |f:4.5|. Procedure details: N,N-Dimethyl-[6-[4-(2,3-dichlorobenzoyl)benzoyl]-4,5,6,7-tetrahydrofuro[2,3-c]pyridin-2-ylmethyl]amine 0.203 g was dissolved in 2 ml of methanol; hydrogen chloride in ethyl acetate was added in excess, followed by stirring. This was concentrated and washed with diethyl ether to yield the desired product. The reactants are O(C1=CC=CC=C1)C(=C[N+](=O)[O-])OC1=CC=CC=C1 (1,1-diphenoxy-2-nitroethene), NCCSCC=1N=C(SC1)CN(C)C (4-[[(2-aminoethyl)thio]methyl]-N,N-dimethyl-2-thiazolemethanamine), C(C)(C)O (isopropyl alcohol). Run in C(Cl)Cl (methylene chloride). Yields the product CN(C)CC=1SC=C(N1)CSCCNC(=C[N+](=O)[O-])OC1=CC=CC=C1 (N-[2-[[[2-[(dimethylamino)methyl]-4-thiazolyl]methyl]thio]ethyl]-2-nitro-1-phenoxy-1-etheneamine). As a reaction SMILES: O([C:8]([O:13][C:14]1[CH:19]=[CH:18][CH:17]=[CH:16][CH:15]=1)=[CH:9][N+:10]([O-:12])=[O:11])C1C=CC=CC=1.[NH2:20][CH2:21][CH2:22][S:23][CH2:24][C:25]1[N:26]=[C:27]([CH2:30][N:31]([CH3:33])[CH3:32])[S:28][CH:29]=1.C(O)(C)C>C(Cl)Cl>[CH3:33][N:31]([CH2:30][C:27]1[S:28][CH:29]=[C:25]([CH2:24][S:23][CH2:22][CH2:21][NH:20][C:8]([O:13][C:14]2[CH:15]=[CH:16][CH:17]=[CH:18][CH:19]=2)=[CH:9][N+:10]([O-:12])=[O:11])[N:26]=1)[CH3:32]. Procedure details: A solution of 0.4 g (1.32 mmol) of 85% pure 1,1-diphenoxy-2-nitroethene, 0.35 g (1.52 mmol) of 4-[[(2-aminoethyl)thio]methyl]-N,N-dimethyl-2-thiazolemethanamine, 5 ml of isopropyl alcohol and 5 ml of methylene chloride ws stirred at room temperature for about two hours to provide N-[2-[[[2-[(dimethylamino)methyl]-4-thiazolyl]methyl]thio]ethyl]-2-nitro-1-phenoxy-1-etheneamine in situ. The product was not isolated but used directly in the reaction described in part B. Reactants: solution, C(C=C)(=O)Cl (acryloyl chloride), NCCNCCN (diethylenetriamine). Run in CCCCCC (hexane), ClCCl (dichloromethane). Run at temperature 105 celsius, time 30 second. Product: C(C=C)(=O)N(CCN)CCN (4-N-acryloyl-diethylenetriamine). As a reaction SMILES: [C:1](Cl)(=[O:4])[CH:2]=[CH2:3].[NH2:6][CH2:7][CH2:8][NH:9][CH2:10][CH2:11][NH2:12]>CCCCCC.ClCCl>[C:1]([N:9]([CH2:10][CH2:11][NH2:12])[CH2:8][CH2:7][NH2:6])(=[O:4])[CH:2]=[CH2:3]. Reported procedure: 4-N-acryloyl-diethylenetriamine was prepared by slowly adding, at 23° C., 200 ml of a solution of acryloyl chloride in a mixture of hexane and dichloromethane (C6H14 :C2Cl2 =3:1) at a concentration of 3.6 wt% (0.4 mEq/ml) to 600 ml of 1.4 wt% (0.4 mEq/ml) diethylenetriamine which had been purified by vacuum distillation. The reaction product was oligomerized by the addition of 200 ml of a 4.1 wt% solution of isophthaloyl chloride in dichloromethane at 20° C. with mechanical stirring. An asymmetr...